Dataset: the Open Reaction Database (ORD), a public repository of structured organic reaction records. Task: describe an organic reaction: reactants, conditions, products, and yield Reactants: CCOC(=O)c1ccc(C2CCC3(CC2)CC3C(=O)OC(C)(C)C)cc1, C1CCOC1, CO, [Li+], [OH-], O, O. Product: CC(C)(C)OC(=O)C1CC12CCC(c1ccc(C(=O)O)cc1)CC2. RXN SMILES: [CH2:1]([CH3:2])[O:3][C:4](=[O:5])[c:6]1[cH:7][cH:8][c:9]([CH:12]2[CH2:13][CH2:14][C:15]3([CH2:16][CH:17]3[C:18](=[O:19])[O:20][C:21]([CH3:22])([CH3:23])[CH3:24])[CH2:25][CH2:26]2)[cH:10][cH:11]1.[CH2:27]1[O:28][CH2:29][CH2:30][CH2:31]1.[CH3:32][OH:33].[Li+:36].[OH-:35].[OH2:34].[OH2:37]>>[O:3]=[C:4]([OH:5])[c:6]1[cH:7][cH:8][c:9]([CH:12]2[CH2:13][CH2:14][C:15]3([CH2:16][CH:17]3[C:18](=[O:19])[O:20][C:21]([CH3:22])([CH3:23])[CH3:24])[CH2:25][CH2:26]2)[cH:10][cH:11]1. Reactants: CC1CCCC(CCc2ccccc2)N1C(=O)OC(C)(C)C, ClCCl. Product: CC1CCCC(CCc2ccccc2)N1. As a reaction SMILES: [C:1]([O:2][C:3]([CH3:4])([CH3:5])[CH3:6])(=[O:7])[N:8]1[CH:9]([CH3:22])[CH2:10][CH2:11][CH2:12][CH:13]1[CH2:14][CH2:15][c:16]1[cH:17][cH:18][cH:19][cH:20][cH:21]1.[Cl:23][CH2:24][Cl:25]>>[NH:8]1[CH:9]([CH3:22])[CH2:10][CH2:11][CH2:12][CH:13]1[CH2:14][CH2:15][c:16]1[cH:17][cH:18][cH:19][cH:20][cH:21]1.